From a dataset of the Open Reaction Database (ORD), a public repository of structured organic reaction records. describe an organic reaction: reactants, conditions, products, and yield The reactants are FC1=CC=C(CN2C(C(CCC2)S(=O)C2=CC=CC=C2)=O)C=C1 (1-(4-fluorobenzyl)-3-(phenylsulfinyl)piperidin-2-one), C([O-])([O-])=O.[Na+].[Na+] (sodium carbonate). Run in C1(=CC=CC=C1)C (toluene). Product: FC1=CC=C(CN2C(C=CCC2)=O)C=C1 (1-(4-Fluorobenzyl)-5,6-dihydropyridin-2-(1H)-one). Reaction SMILES: [F:1][C:2]1[CH:23]=[CH:22][C:5]([CH2:6][N:7]2[CH2:12][CH2:11][CH2:10][CH:9](S(C3C=CC=CC=3)=O)[C:8]2=[O:21])=[CH:4][CH:3]=1.C(=O)([O-])[O-].[Na+].[Na+]>C1(C)C=CC=CC=1>[F:1][C:2]1[CH:3]=[CH:4][C:5]([CH2:6][N:7]2[CH2:12][CH2:11][CH:10]=[CH:9][C:8]2=[O:21])=[CH:22][CH:23]=1 |f:1.2.3|. Reported procedure: To a stirred solution of 1-(4-fluorobenzyl)-3-(phenylsulfinyl)piperidin-2-one one (25 g, 74 mmol) in toluene (200 mL) was added anhydrous sodium carbonate (20 g, 190 mmol). The mixture was heated to reflux for 1.5 hours. The reaction mixture was cooled to ambient temperature and the solids were removed by filtration. The filtrate solvent was removed under vacuum and the residue was purified using silica gel column chromatography eluting with 3:1 EtOAc:hexanes. Appropriate fractions were combined...